This data is from the Open Reaction Database (ORD), a public repository of structured organic reaction records. The task is: describe an organic reaction: reactants, conditions, products, and yield Reactants: CCB(CC)CC, CC(=O)C(C)C, C[Si](C)(C)[N-][Si](C)(C)C, [K+], BrCc1cccc(Oc2ccccc2)c1, C1CCOC1, O. Yields the product CC(C)C(=O)CCc1cccc(Oc2ccccc2)c1. RXN SMILES: [CH2:17]([B:18]([CH2:19][CH3:20])[CH2:21][CH3:22])[CH3:23].[CH3:11][CH:12]([CH3:13])[C:14]([CH3:15])=[O:16].[CH3:1][Si:2]([N-:3][Si:4]([CH3:5])([CH3:6])[CH3:7])([CH3:8])[CH3:9].[K+:10].[O:24]([c:25]1[cH:26][cH:27][cH:28][cH:29][cH:30]1)[c:31]1[cH:32][c:33]([CH2:34][Br:35])[cH:36][cH:37][cH:38]1.[O:39]1[CH2:40][CH2:41][CH2:42][CH2:43]1.[OH2:44]>>[CH3:11][CH:12]([CH3:13])[C:14]([CH2:15][CH2:34][c:33]1[cH:32][c:31]([O:24][c:25]2[cH:26][cH:27][cH:28][cH:29][cH:30]2)[cH:38][cH:37][cH:36]1)=[O:16]. Reactants: BrC1=CC(=CC=2CN(COC21)C(C)(C)C)C(C)(C)C (8-bromo-3,6-di-tert-butyl-3,4-dihydro-2H-benzo[e][1,3]oxazine), FC(C=1C=NC=C(C1)B(O)O)(F)F (3-(trifluoromethyl)pyridine-5-boronic acid), BrC1=CC(=CC=2CN(COC21)C(C)(C)C)C(C)(C)C (8-bromo-3,6-di-tert-butyl-3,4-dihydro-2H-benzo[e][1,3]oxazine), FC(C=1C=NC=C(C1)B(O)O)(F)F (3-(trifluoromethyl)pyridine-5-boronic acid). Product: C(C)(C)(C)C1=CC(=C(C(=C1)C=1C=NC=C(C1)C(F)(F)F)O)CNC(C)(C)C (4-(tert-Butyl)-2-((tert-butylamino)methyl)-6-(5-(trifluoromethyl)pyridin-3-yl)phenol). Reaction SMILES: Br[C:2]1[C:11]2[O:10]C[N:8]([C:12]([CH3:15])([CH3:14])[CH3:13])[CH2:7][C:6]=2[CH:5]=[C:4]([C:16]([CH3:19])([CH3:18])[CH3:17])[CH:3]=1.[F:20][C:21]([F:32])([F:31])[C:22]1[CH:23]=[N:24][CH:25]=[C:26](B(O)O)[CH:27]=1>>[C:16]([C:4]1[CH:3]=[C:2]([C:26]2[CH:25]=[N:24][CH:23]=[C:22]([C:21]([F:32])([F:31])[F:20])[CH:27]=2)[C:11]([OH:10])=[C:6]([CH2:7][NH:8][C:12]([CH3:13])([CH3:14])[CH3:15])[CH:5]=1)([CH3:17])([CH3:18])[CH3:19]. Procedure details: The title compound was prepared as a white solid using the procedure described in Example 1 from 8-bromo-3,6-di-tert-butyl-3,4-dihydro-2H-benzo[e][1,3]oxazine (Intermediate 1) and 3-(trifluoromethyl)pyridine-5-boronic acid [Intermediate 2]. The reactants are C(C)(C)(C)OC([C@@H](C(C)C)NS(=O)(=O)C1=CC=C(C=C1)OC)=O (2(R)-(4-methoxybenzenesulfonylamino)-3-methylbutyric acid tert-butyl ester), C([O-])([O-])=O.[K+].[K+] (potassium carbonate), [N+](=O)([O-])C=1C=C(CCl)C=CC1C (3-nitro-4-methylbenzyl chloride). Solvent: CN(C=O)C (dimethylformamide). Conditions: time 8 hour. The product is C(C)(C)(C)OC([C@@H](C(C)C)N(S(=O)(=O)C1=CC=C(C=C1)OC)CC1=CC(=C(C=C1)C)[N+](=O)[O-])=O (2(R)-[(3-nitro-4-methylbenzyl)-(4-methoxybenzenesulfonyl)amino]-3-methylbutyric acid tert-butyl ester). The yield is 90.4%. As a reaction SMILES: [C:1]([O:5][C:6](=[O:23])[C@H:7]([NH:11][S:12]([C:15]1[CH:20]=[CH:19][C:18]([O:21][CH3:22])=[CH:17][CH:16]=1)(=[O:14])=[O:13])[CH:8]([CH3:10])[CH3:9])([CH3:4])([CH3:3])[CH3:2].C(=O)([O-])[O-].[K+].[K+].[N+:30]([C:33]1[CH:34]=[C:35]([CH:38]=[CH:39][C:40]=1[CH3:41])[CH2:36]Cl)([O-:32])=[O:31]>CN(C)C=O>[C:1]([O:5][C:6](=[O:23])[C@H:7]([N:11]([CH2:36][C:35]1[CH:38]=[CH:39][C:40]([CH3:41])=[C:33]([N+:30]([O-:32])=[O:31])[CH:34]=1)[S:12]([C:15]1[CH:20]=[CH:19][C:18]([O:21][CH3:22])=[CH:17][CH:16]=1)(=[O:14])=[O:13])[CH:8]([CH3:10])[CH3:9])([CH3:2])([CH3:3])[CH3:4] |f:1.2.3|. Procedure details: To a solution of 2(R)-(4-methoxybenzenesulfonylamino)-3-methylbutyric acid tert-butyl ester (0.15 g, 0.44 mmol) and potassium carbonate (0.32 g, 2.32 mmol) in dry dimethylformamide (15 mL) was added 3-nitro-4-methylbenzyl chloride (81.1 mg. 0.44 mmol). The reaction mixture was stirred overnight and then concentrated on the rotoevaporator. The residue was dissolved in a 1:1 ethyl acetate and brine (50 mL). The organic phase was isolated, dried over magnesium sulfate, and concentrated to give 2(R)... The reactants are Cl (hydrogen chloride), C(C)(C)(C)OC(=O)N1[C@@H](C[C@@H](C1)SCC1=CC=C(C=C1)OC)C(NCC)=O ((2S, 4S)-1-t-butoxycarbonyl-2-ethylcarbamoyl-4-(4-methoxybenzylthio)pyrrolidine), C([O-])(O)=O.[Na+] (sodium bicarbonate). The solvent is C(C)(=O)OCC (ethyl acetate), C(C)(=O)OCC (ethyl acetate). Conditions: time 3 hour. Yields the product C(C)NC(=O)[C@H]1NC[C@H](C1)SCC1=CC=C(C=C1)OC ((2S, 4S)-2-Ethylcarbamoyl-4-(4-methoxybenzylthio)pyrrolidine). Isolated yield 82.5%. RXN SMILES: Cl.C(OC([N:9]1[CH2:13][C@@H:12]([S:14][CH2:15][C:16]2[CH:21]=[CH:20][C:19]([O:22][CH3:23])=[CH:18][CH:17]=2)[CH2:11][C@H:10]1[C:24](=[O:28])[NH:25][CH2:26][CH3:27])=O)(C)(C)C.C(=O)(O)[O-].[Na+]>C(OCC)(=O)C>[CH2:26]([NH:25][C:24]([C@@H:10]1[CH2:11][C@H:12]([S:14][CH2:15][C:16]2[CH:17]=[CH:18][C:19]([O:22][CH3:23])=[CH:20][CH:21]=2)[CH2:13][NH:9]1)=[O:28])[CH3:27] |f:2.3|. Reported procedure: 41.19 ml of a 4N ethyl acetate solution of hydrogen chloride were added to a solution of 13.00 g of (2S, 4S)-1-t-butoxycarbonyl-2-ethylcarbamoyl-4-(4-methoxybenzylthio)pyrrolidine dissolved in 100 ml of ethyl acetate, and the mixture was stirred at room temperature for 3 hours. At the end of this time, the reaction mixture was poured into a saturated aqueous solution of sodium bicarbonate and extracted with ethyl acetate. The aqueous layer was saturated with ammonium chloride and extracted with ...